From a dataset of the Open Reaction Database (ORD), a public repository of structured organic reaction records. describe an organic reaction: reactants, conditions, products, and yield Starting materials: C(=O)(N1C=NC=C1)N1C=NC=C1 (1,1′-carbonyldiimidazole), COCCCO (3-methoxy-1-propanol), CN(C)C=O (DMF), Br.CC1(C=2C=CC(=CC2C(CC1)(C)C)C=1N=C(SC1)C1CCNCC1)C (4-[4-(5,5,8,8-tetramethyl-5,6,7,8-tetrahydronaphthalen-2-yl)thiazol-2-yl]-piperidine hydrobromide). Conditions: time 2 hour. The product is CC1(C=2C=CC(=CC2C(CC1)(C)C)C=1N=C(SC1)C1CCN(CC1)C(=O)OCCCOC)C (3-methoxypropyl 4-[4-(5,5,8,8-tetramethyl-5,6,7,8-tetrahydronaphthalen-2-yl)thiazol-2-yl]piperidine-1-carboxylate). RXN SMILES: [CH3:1][O:2][CH2:3][CH2:4][CH2:5][OH:6].C(N1C=CN=C1)(N1C=CN=C1)=O.Br.[CH3:20][C:21]1([CH3:44])[CH2:30][CH2:29][C:28]([CH3:32])([CH3:31])[C:27]2[CH:26]=[C:25]([C:33]3[N:34]=[C:35]([CH:38]4[CH2:43]CNC[CH2:39]4)[S:36][CH:37]=3)[CH:24]=[CH:23][C:22]1=2.[CH3:45][N:46]([CH:48]=[O:49])[CH3:47]>>[CH3:20][C:21]1([CH3:44])[CH2:30][CH2:29][C:28]([CH3:31])([CH3:32])[C:27]2[CH:26]=[C:25]([C:33]3[N:34]=[C:35]([CH:38]4[CH2:39][CH2:47][N:46]([C:48]([O:6][CH2:5][CH2:4][CH2:3][O:2][CH3:1])=[O:49])[CH2:45][CH2:43]4)[S:36][CH:37]=3)[CH:24]=[CH:23][C:22]1=2 |f:2.3|. Procedure: 41 μl (0.42 mmol) of 3-methoxy-1-propanol are dissolved in 3 ml of DMF, 69 mg (0.42 mmol) of 1,1′-carbonyldiimidazole are added, and the mixture is stirred at room temperature for 2 h. 122 mg (0.28 mmol) of 4-[4-(5,5,8,8-tetramethyl-5,6,7,8-tetrahydronaphthalen-2-yl)thiazol-2-yl]-piperidine hydrobromide are subsequently added, and the reaction mixture is stirred at room temperature for 3 days. The reaction mixture is evaporated, the residue is taken up in ethyl acetate and washed with 1 N HCl, s... Reactants: COC=1C=CC2=C(SC(=C2)B(O)O)C1 (6-methoxybenzo[b]thiophene-2-boronic acid), BrC1=CC=C(OCCN2CCCC2)C=C1 (1-(2-(4-bromophenoxy)ethyl)pyrrolidine), C([O-])([O-])=O.[Na+].[Na+] (sodium carbonate), [Al] (aluminum). The reagents and catalysts are [Pd].C1(=CC=CC=C1)P(C1=CC=CC=C1)C1=CC=CC=C1.C1(=CC=CC=C1)P(C1=CC=CC=C1)C1=CC=CC=C1.C1(=CC=CC=C1)P(C1=CC=CC=C1)C1=CC=CC=C1.C1(=CC=CC=C1)P(C1=CC=CC=C1)C1=CC=CC=C1 (tetrakis(triphenylphosphine)-palladium(0)). Solvent: C1=CC=CC=C1 (benzene), [Cl-].[Na+].O (brine). Conditions: temperature 85 celsius. The product is COC=1C=CC2=C(SC(=C2)C2=CC=C(C=C2)OCCN2CCCC2)C1 (6-Methoxy-2-[4-[2-(1-pyrrolidinyl)ethoxy]phenyl]benzo[b]thiophene). The yield is 54.4%. Reaction SMILES: [CH3:1][O:2][C:3]1[CH:4]=[CH:5][C:6]2[CH:10]=[C:9](B(O)O)[S:8][C:7]=2[CH:14]=1.Br[C:16]1[CH:29]=[CH:28][C:19]([O:20][CH2:21][CH2:22][N:23]2[CH2:27][CH2:26][CH2:25][CH2:24]2)=[CH:18][CH:17]=1.[Al].C(=O)([O-])[O-].[Na+].[Na+]>C1C=CC=CC=1.[Cl-].[Na+].O.[Pd].C1(P(C2C=CC=CC=2)C2C=CC=CC=2)C=CC=CC=1.C1(P(C2C=CC=CC=2)C2C=CC=CC=2)C=CC=CC=1.C1(P(C2C=CC=CC=2)C2C=CC=CC=2)C=CC=CC=1.C1(P(C2C=CC=CC=2)C2C=CC=CC=2)C=CC=CC=1>[CH3:1][O:2][C:3]1[CH:4]=[CH:5][C:6]2[CH:10]=[C:9]([C:16]3[CH:17]=[CH:18][C:19]([O:20][CH2:21][CH2:22][N:23]4[CH2:24][CH2:25][CH2:26][CH2:27]4)=[CH:28][CH:29]=3)[S:8][C:7]=2[CH:14]=1 |f:3.4.5,7.8.9,10.11.12.13.14|. Procedure: To a slurry of 6-methoxybenzo[b]thiophene-2-boronic acid (Example 1, Part A) (6.43 g, 30.9 mmol) in 310 mL of benzene was added 1-(2-(4-bromophenoxy)ethyl)pyrrolidine (5.80 mL, 28.1 mmol). Upon addition the reaction mixture turned to a yellow homogeneous solution. The reaction flask was then covered with aluminum foil to keep out light. To this was added 1.07 g (0.92 mmol) of tetrakis(triphenylphosphine)-palladium(0), followed by 30 mL of 2.0 N sodium carbonate solution. The biphasic mixture was... The reactants are Cl.NCCCS (3-Aminopropanethiol hydrochloride), [O-]CC.[Na+] (sodium ethoxide), Cl.N(C(=N)N)C=1SC=C(N1)CCl (2-guanidino-4-chloromethylthiazole hydrochloride). Run in C(C)O (ethanol), C(C)O (ethanol). Run at temperature 0 celsius, time 2 hour. Product: Cl.N(C(=N)N)C=1SC=C(N1)CSCCCN (2-guanidino-4-[(3-aminopropyl)thiomethyl]thiazole hydrochloride). As a reaction SMILES: Cl.[NH2:2][CH2:3][CH2:4][CH2:5][SH:6].[O-]CC.[Na+].Cl.[NH:12]([C:16]1[S:17][CH:18]=[C:19]([CH2:21][Cl:22])[N:20]=1)[C:13]([NH2:15])=[NH:14]>C(O)C>[ClH:22].[NH:12]([C:16]1[S:17][CH:18]=[C:19]([CH2:21][S:6][CH2:5][CH2:4][CH2:3][NH2:2])[N:20]=1)[C:13]([NH2:15])=[NH:14] |f:0.1,2.3,4.5,7.8|. Procedure: 3-Aminopropanethiol hydrochloride (2.54 g.) in ethanol (20 ml.) was added to a solution of sodium ethoxide (1 g. Na in 25 ml. ethanol) at 0° C. under a nitrogen atmosphere. The suspension was stirred at 0° C. for 2 hours and a solution of 2-guanidino-4-chloromethylthiazole hydrochloride (2.27 g.) in ethanol (25 ml.) was then added. The suspension was allowed to reach room temperature and stirred for 16 hours. Filtration of the suspension and acidification of the filtrate with concentrated hydroc... The reactants are S(O)(O)(=O)=O (sulphuric acid), ClC=1C=CC(=C(C(=O)O)C1)C=COC (5-chloro-2(2-methoxyvinyl)-benzoic acid). Run in ice water. Reaction conditions: time 2 hour. The product is ClC1=CC=C2C=COC(C2=C1)=O (7-Chloro-isochromen-1-one). Yield: 80.8%. RXN SMILES: S(=O)(=O)(O)O.[Cl:6][C:7]1[CH:8]=[CH:9][C:10]([CH:16]=[CH:17][O:18]C)=[C:11]([CH:15]=1)[C:12]([OH:14])=O>>[Cl:6][C:7]1[CH:15]=[C:11]2[C:10]([CH:16]=[CH:17][O:18][C:12]2=[O:14])=[CH:9][CH:8]=1. Procedure: Concentrated sulphuric acid (15 ml) was added to 5-chloro-2(2-methoxyvinyl)-benzoic acid (4.43 g) at 0° C. The mixture was stirred for 2 hours, then diluted with ice/water. The product was extracted with ethyl acetate (3×15 ml) and the combined extracts washed with saturated sodium bicarbonate solution. The solution was dried (magnesium sulfate), filtered and concentrated. The residue was purified by flash chromatography (0-5% ethyl acetate/hexane) to afford the sub-title compound as a white sol... Starting materials: C(#N)C1(CC1)C(=O)N1CC2(CCC2)C(C1)NC(OC(C)(C)C)=O ((+/−)-tert-butyl (6-(1-cyanocyclopropanecarbonyl)-6-azaspiro[3.4]octan-8-yl)carbamate), Cl (HCl). Run at time 50 minute. Product: NC1CN(CC12CCC2)C(=O)C2(CC2)C#N ((+/−)-1-(8-Amino-6-azaspiro[3.4]octan-6-carbonyl)cyclopropanecarbonitrile). As a reaction SMILES: [C:1]([C:3]1([C:6]([N:8]2[CH2:15][CH:14]([NH:16]C(=O)OC(C)(C)C)[C:10]3([CH2:13][CH2:12][CH2:11]3)[CH2:9]2)=[O:7])[CH2:5][CH2:4]1)#[N:2].Cl>>[NH2:16][CH:14]1[C:10]2([CH2:13][CH2:12][CH2:11]2)[CH2:9][N:8]([C:6]([C:3]2([C:1]#[N:2])[CH2:4][CH2:5]2)=[O:7])[CH2:15]1. Reported procedure: A solution of (+/−)-tert-butyl (6-(1-cyanocyclopropanecarbonyl)-6-azaspiro[3.4]octan-8-yl)carbamate (0.190 g, 0.595 mmol) in HCl (4.0 M in dioxane) (2.0 mL, 8.00 mmol) was stirred @ r. t. for 50 minutes. +/−MS analysis after 50 min indicated that no starting material could be detected (m/e 220.2, M+H for desired product). The HCl/dioxane was removed under vacuum, and co-evaporated with ether. Additional ether was added to the flask and then decanted off. The ether wash was repeated, and the resi... Reactants: COC(=O)c1sc(-c2ccccc2)cc1NC(C)CO, [N-]=[N+]=NP(=O)(c1ccccc1)c1ccccc1. Yields the product COC(=O)c1sc(-c2ccccc2)cc1NC(C)CN=[N+]=[N-]. Reaction SMILES: [CH3:1][O:2][C:3](=[O:4])[c:5]1[s:6][c:7](-[c:15]2[cH:16][cH:17][cH:18][cH:19][cH:20]2)[cH:8][c:9]1[NH:10][CH:11]([CH2:12][OH:13])[CH3:14].[c:21]1([P:22]([c:23]2[cH:24][cH:25][cH:26][cH:27][cH:28]2)(=[O:29])[N:35]=[N+:36]=[N-:37])[cH:30][cH:31][cH:32][cH:33][cH:34]1>>[CH3:1][O:2][C:3](=[O:4])[c:5]1[s:6][c:7](-[c:15]2[cH:16][cH:17][cH:18][cH:19][cH:20]2)[cH:8][c:9]1[NH:10][CH:11]([CH2:12][N:35]=[N+:36]=[N-:37])[CH3:14]. Reactants: CCNC(=O)Nc1cc(-c2nc(C(F)(F)F)cs2)c(-c2cnc3c(c2)c(=O)c(C(=O)OCC)cn3CC)cn1, CCO. Yields the product CCNC(=O)Nc1cc(-c2nc(C(F)(F)F)cs2)c(-c2cnc3c(c2)c(=O)c(C(=O)O)cn3CC)cn1. Reaction SMILES: [CH2:1]([CH3:2])[n:3]1[cH:4][c:5]([C:35](=[O:36])[O:37][CH2:38][CH3:39])[c:6](=[O:34])[c:7]2[cH:8][c:9](-[c:13]3[cH:14][n:15][c:16]([NH:28][C:29]([NH:30][CH2:31][CH3:32])=[O:33])[cH:17][c:18]3-[c:19]3[s:20][cH:21][c:22]([C:24]([F:25])([F:26])[F:27])[n:23]3)[cH:10][n:11][c:12]12.[CH3:40][CH2:41][OH:42]>>[CH2:1]([CH3:2])[n:3]1[cH:4][c:5]([C:35](=[O:36])[OH:37])[c:6](=[O:34])[c:7]2[cH:8][c:9](-[c:13]3[cH:14][n:15][c:16]([NH:28][C:29]([NH:30][CH2:31][CH3:32])=[O:33])[cH:17][c:18]3-[c:19]3[s:20][cH:21][c:22]([C:24]([F:25])([F:26])[F:27])[n:23]3)[cH:10][n:11][c:12]12. The reactants are C(C)(=O)OC(C)=O (acetic anhydride), OC1(CC2=C(C=CC(=C2CC1)OC)OC)C(=O)OC (methyl rac-1,2,3,4-tetrahydro-2-hydroxy-5,8-dimethoxynaphthalene-2-carboxylate), O (water). The reagents and catalysts are CN(C1=CC=NC=C1)C (4-dimethylaminopyridine). The solvent is N1=CC=CC=C1 (pyridine). Reaction conditions: temperature 0 celsius, time 24 hour. Yields the product C(C)(=O)OC1(CC2=C(C=CC(=C2CC1)OC)OC)C(=O)OC (methyl rac-2-acetoxy-1,2,3,4-tetrahydro-5,8-dimethoxynaphthalene-2-carboxylate). The yield is 96.5%. RXN SMILES: [OH:1][C:2]1([C:16]([O:18][CH3:19])=[O:17])[CH2:11][CH2:10][C:9]2[C:4](=[C:5]([O:14][CH3:15])[CH:6]=[CH:7][C:8]=2[O:12][CH3:13])[CH2:3]1.[C:20](OC(=O)C)(=[O:22])[CH3:21].O>N1C=CC=CC=1.CN(C)C1C=CN=CC=1>[C:20]([O:1][C:2]1([C:16]([O:18][CH3:19])=[O:17])[CH2:11][CH2:10][C:9]2[C:4](=[C:5]([O:14][CH3:15])[CH:6]=[CH:7][C:8]=2[O:12][CH3:13])[CH2:3]1)(=[O:22])[CH3:21]. Procedure: 5.0 g of methyl rac-1,2,3,4-tetrahydro-2-hydroxy-5,8-dimethoxynaphthalene-2-carboxylate were dissolved in 50 ml of pyridine. The solution was cooled to 0° C. and 10 ml of acetic anhydride and 150 mg of 4-dimethylaminopyridine were added. After standing at 0° C. for 24 hours, the mixture was poured into 250 ml of water. The mixture obtained was extracted with three 100 ml portions of ethyl acetate and the combined ethyl acetate extracts were washed with 2-N hydrochloric acid until the washings we...